Dataset: the Open Reaction Database (ORD), a public repository of structured organic reaction records. Task: describe an organic reaction: reactants, conditions, products, and yield The product is CCCCCCCCCCCC(CC(=O)OC1C(NC(=O)OCC(Cl)(Cl)Cl)C(OCC2CCCN2C(=O)CC(CCCCCCCCCCC)OC(=O)CCCCCCCCC)OC(COC(=O)OC(C)(C)C(Cl)(Cl)Cl)C1OP(=O)(Oc1ccccc1)Oc1ccccc1)OC(=O)CCCCCCCCC. As a reaction SMILES: [C:74]([CH2:75][CH2:76][CH2:77][CH2:78][CH2:79][CH2:80][CH2:81][CH2:82][CH3:83])(=[O:84])[O:85][CH:86]([CH2:87][C:88](=[O:89])[N:90]1[CH:91]([CH2:95][OH:96])[CH2:92][CH2:93][CH2:94]1)[CH2:97][CH2:98][CH2:99][CH2:100][CH2:101][CH2:102][CH2:103][CH2:104][CH2:105][CH2:106][CH3:107].[Cl:108][CH2:109][CH2:110][Cl:111].[Cl:112][CH2:113][Cl:114].[c:1]1([O:7][P:8](=[O:9])([O:10][c:11]2[cH:12][cH:13][cH:14][cH:15][cH:16]2)[O:17][CH:18]2[CH:19]([O:46][C:47]([CH2:48][CH:49]([CH2:50][CH2:51][CH2:52][CH2:53][CH2:54][CH2:55][CH2:56][CH2:57][CH2:58][CH2:59][CH3:60])[O:61][C:62]([CH2:63][CH2:64][CH2:65][CH2:66][CH2:67][CH2:68][CH2:69][CH2:70][CH3:71])=[O:72])=[O:73])[CH:20]([NH:37][C:38](=[O:39])[O:40][CH2:41][C:42]([Cl:43])([Cl:44])[Cl:45])[CH:21]([Br:36])[O:22][CH:23]2[CH2:24][O:25][C:26](=[O:27])[O:28][C:29]([C:30]([Cl:31])([Cl:32])[Cl:33])([CH3:34])[CH3:35])[cH:2][cH:3][cH:4][cH:5][cH:6]1>>[c:1]1([O:7][P:8](=[O:9])([O:10][c:11]2[cH:12][cH:13][cH:14][cH:15][cH:16]2)[O:17][CH:18]2[CH:19]([O:46][C:47]([CH2:48][CH:49]([CH2:50][CH2:51][CH2:52][CH2:53][CH2:54][CH2:55][CH2:56][CH2:57][CH2:58][CH2:59][CH3:60])[O:61][C:62]([CH2:63][CH2:64][CH2:65][CH2:66][CH2:67][CH2:68][CH2:69][CH2:70][CH3:71])=[O:72])=[O:73])[CH:20]([NH:37][C:38](=[O:39])[O:40][CH2:41][C:42]([Cl:43])([Cl:44])[Cl:45])[CH:21]([O:96][CH2:95][CH:91]3[N:90]([C:88]([CH2:87][CH:86]([O:85][C:74]([CH2:75][CH2:76][CH2:77][CH2:78][CH2:79][CH2:80][CH2:81][CH2:82][CH3:83])=[O:84])[CH2:97][CH2:98][CH2:99][CH2:100][CH2:101][CH2:102][CH2:103][CH2:104][CH2:105][CH2:106][CH3:107])=[O:89])[CH2:94][CH2:93][CH2:92]3)[O:22][CH:23]2[CH2:24][O:25][C:26](=[O:27])[O:28][C:29]([C:30]([Cl:31])([Cl:32])[Cl:33])([CH3:34])[CH3:35])[cH:2][cH:3][cH:4][cH:5][cH:6]1. Reactants: CCCCCCCCCCCC(CC(=O)N1CCCC1CO)OC(=O)CCCCCCCCC, ClCCCl, ClCCl, CCCCCCCCCCCC(CC(=O)OC1C(NC(=O)OCC(Cl)(Cl)Cl)C(Br)OC(COC(=O)OC(C)(C)C(Cl)(Cl)Cl)C1OP(=O)(Oc1ccccc1)Oc1ccccc1)OC(=O)CCCCCCCCC. The reactants are CN(C(C(=S)OCC)=CC=C(C(=O)OCC)C1=CC=CC=C1)C (diethyl 2-dimethylamino-5-phenylthio-2,4-hexadienedioate), CC[O-].[Na+] (sodium ethylate), FC(C1=CC=C(CSCC(=O)OCC)C=C1)(F)F (ethyl (4-trifluoromethylbenzylthio)acetate), F[B-](F)(F)F.CN(C(=CC=[N+](C)C)C(=O)OCC)C (N-(3-dimethylamino-3-ethoxycarbonylpropenylidene)-N-methylmethanaminium tetrafluoroborate), ethanolic solution. Run in C(C)O (ethanol). The product is CN(C(C(=O)OCC)=CC=C(C(=O)OCC)SCC1=CC=C(C=C1)C(F)(F)F)C (Diethyl 2-dimethylamino-5-(4-trifluoromethylbenzylthio)-2,4-hexadienedioate). Isolated yield 84.9%. RXN SMILES: CN(C)C(=CC=C(C1C=CC=CC=1)C(OCC)=O)C(OCC)=S.F[B-](F)(F)F.[CH3:29][N:30]([CH3:42])[C:31]([C:37]([O:39][CH2:40][CH3:41])=[O:38])=[CH:32][CH:33]=[N+](C)C.CC[O-].[Na+].[F:47][C:48]([F:64])([F:63])[C:49]1[CH:62]=[CH:61][C:52]([CH2:53][S:54][CH2:55][C:56]([O:58][CH2:59][CH3:60])=[O:57])=[CH:51][CH:50]=1>C(O)C>[CH3:29][N:30]([CH3:42])[C:31](=[CH:32][CH:33]=[C:55]([S:54][CH2:53][C:52]1[CH:51]=[CH:50][C:49]([C:48]([F:47])([F:64])[F:63])=[CH:62][CH:61]=1)[C:56]([O:58][CH2:59][CH3:60])=[O:57])[C:37]([O:39][CH2:40][CH3:41])=[O:38] |f:1.2,3.4|. Procedure details: The procedure is as in Example 2, for the preparation of diethyl 2-dimethylamino-5-phenylthio-2,4-hexadienedioate, starting with N-(3-dimethylamino-3-ethoxycarbonylpropenylidene)-N-methylmethanaminium tetrafluoroborate (5.7 g), a 2M ethanolic solution of sodium ethylate (50 cc) and ethyl (4-trifluoromethylbenzylthio)acetate (5.6 g) in ethanol (50 cc). Diethyl 2-dimethylamino-5-(4-trifluoromethylbenzylthio)-2,4-hexadienedioate (7.3 g) is thereby obtained in the form of a yellow oil, and is used i... Starting materials: P(O)(O)(O)=O (phosphoric acid), [O-2].[Zn+2] (zinc oxide), [Zn] (zinc), [Br-].[K+] (potassium bromide), OP(=O)(O)O (H3PO4). Run in O (water), O (water). Product: P(=O)([O-])([O-])[O-].[Zn+2].P(=O)([O-])([O-])[O-].[Zn+2].[Zn+2] (zinc phosphate). The yield is 121.4%. RXN SMILES: [O-2].[Zn+2:2].[Zn].[Br-].[K+].[P:6](=[O:10])([OH:9])([OH:8])[OH:7]>O>[P:6]([O-:10])([O-:9])([O-:8])=[O:7].[Zn+2:2].[P:6]([O-:10])([O-:9])([O-:8])=[O:7].[Zn+2:2].[Zn+2:2] |f:0.1,3.4,7.8.9.10.11|. Reported procedure: Zinc-containing wastes resulting from the production of 2,2-hydroxy-5-methylphenylbenzotriazole in the amount of 725 g containing 625 g of zinc oxide and 65 g of metallic zinc are ground in a ball mill by the wet grinding method in the presence of 700 g of water, whereafter an additional 1,500 g of water and 86 g of potassium bromide are added to the ground mixture. Under continuous stirring the suspension is heated to a temperature of 80° C. and 687 g of phosphoric acid are added as calculated ... The reactants are CC(C)(C)OC(=O)N1CCC(CCBr)CC1, CN(C)C=O, [H-], N#Cc1cc2c(Oc3ccc(N)cc3)ccnc2cc1O, [Na+]. As a reaction SMILES: [C:24]([CH3:25])([CH3:26])([CH3:27])[O:28][C:29](=[O:30])[N:31]1[CH2:32][CH2:33][CH:34]([CH2:37][CH2:38][Br:39])[CH2:35][CH2:36]1.[CH3:40][N:41]([CH3:42])[CH:43]=[O:44].[H-:22].[NH2:1][c:2]1[cH:3][cH:4][c:5]([O:6][c:7]2[cH:8][cH:9][n:10][c:11]3[cH:12][c:13]([OH:19])[c:14]([C:17]#[N:18])[cH:15][c:16]23)[cH:20][cH:21]1.[Na+:23]>>[NH2:1][c:2]1[cH:3][cH:4][c:5]([O:6][c:7]2[cH:8][cH:9][n:10][c:11]3[cH:12][c:13]([O:19][CH2:37][CH:34]4[CH2:33][CH2:32][N:31]([C:29]([O:28][C:24]([CH3:25])([CH3:26])[CH3:27])=[O:30])[CH2:36][CH2:35]4)[c:14]([C:17]#[N:18])[cH:15][c:16]23)[cH:20][cH:21]1. Product: CC(C)(C)OC(=O)N1CCC(COc2cc3nccc(Oc4ccc(N)cc4)c3cc2C#N)CC1. Reactants: ClC=1N=C(C2=C(N1)CN(C2)C(=O)OCC)N2[C@H](COCC2)C ((S)-ethyl 2-chloro-4-(3-methylmorpholino)-5H-pyrrolo[3,4-d]pyrimidine-6(7H)-carboxylate), ClC=1N=C(C2=C(N1)CN(C2)C(=O)OCC)N2[C@H](COCC2)C ((S)-ethyl 2-chloro-4-(3-methylmorpholino)-5H-pyrrolo[3,4-d]pyrimidine-6(7H)-carboxylate), FC=1C=C(C=CC1B1OC(C(O1)(C)C)(C)C)NC(=O)NCCF (1-(3-fluoro-4-(4,4,5,5-tetramethyl-1,3,2-dioxaborolan-2-yl)phenyl)-3-(2-fluoroethyl)urea), FC=1C=C(C=CC1B1OC(C(O1)(C)C)(C)C)NC(=O)NCCF (1-(3-fluoro-4-(4,4,5,5-tetramethyl-1,3,2-dioxaborolan-2-yl)phenyl)-3-(2-fluoroethyl)urea), ClCCl (dichloromethane), C([O-])([O-])=O.[Na+].[Na+] (sodium carbonate). The reagents and catalysts are C1=CC=C(C=C1)P([C-]2C=CC=C2)C3=CC=CC=C3.C1=CC=C(C=C1)P([C-]2C=CC=C2)C3=CC=CC=C3.Cl[Pd]Cl.[Fe+2] ([1,1′-Bis(diphenylphosphino)ferrocene]dichloropalladium). Run in O (H2O), CCO (EtOH), COCCOC (DME). The product is FC1=C(C=CC(=C1)NC(=O)NCCF)C=1N=C(C2=C(N1)CN(C2)C(=O)OCC)N2[C@H](COCC2)C ((S)-ethyl 2-(2-fluoro-4-(3-(2-fluoroethyl)ureido)phenyl)-4-(3-methylmorpholino)-5H-pyrrolo[3,4-d]pyrimidine-6(7H)-carboxylate). Isolated yield 9.9%. RXN SMILES: Cl[C:2]1[N:3]=[C:4]([N:16]2[CH2:21][CH2:20][O:19][CH2:18][C@@H:17]2[CH3:22])[C:5]2[CH2:10][N:9]([C:11]([O:13][CH2:14][CH3:15])=[O:12])[CH2:8][C:6]=2[N:7]=1.[F:23][C:24]1[CH:25]=[C:26]([NH:39][C:40]([NH:42][CH2:43][CH2:44][F:45])=[O:41])[CH:27]=[CH:28][C:29]=1B1OC(C)(C)C(C)(C)O1.ClCCl.C(=O)([O-])[O-].[Na+].[Na+]>C1C=CC(P(C2C=CC=CC=2)[C-]2C=CC=C2)=CC=1.C1C=CC(P(C2C=CC=CC=2)[C-]2C=CC=C2)=CC=1.Cl[Pd]Cl.[Fe+2].O.CCO.COCCOC>[F:23][C:24]1[CH:25]=[C:26]([NH:39][C:40]([NH:42][CH2:43][CH2:44][F:45])=[O:41])[CH:27]=[CH:28][C:29]=1[C:2]1[N:3]=[C:4]([N:16]2[CH2:21][CH2:20][O:19][CH2:18][C@@H:17]2[CH3:22])[C:5]2[CH2:10][N:9]([C:11]([O:13][CH2:14][CH3:15])=[O:12])[CH2:8][C:6]=2[N:7]=1 |f:3.4.5,6.7.8.9|. Procedure details: A solution of (S)-ethyl 2-chloro-4-(3-methylmorpholino)-5H-pyrrolo[3,4-d]pyrimidine-6(7H)-carboxylate (intermediate 11) (100 mg, 0.31 mmol), 1-(3-fluoro-4-(4,4,5,5-tetramethyl-1,3,2-dioxaborolan-2-yl)phenyl)-3-(2-fluoroethyl)urea (intermediate 31) (450 mg, 1.38 mmol), [1,1′-Bis(diphenylphosphino)ferrocene]dichloropalladium (II), complex with dichloromethane (16 mg, 0.02 mmol) and sodium carbonate (49 mg, 0.46 mmol) in 2 ml of a 7:3:2 mixture of DME:EtOH:H2O respectively was heated in the microwa... Starting materials: Cc1ccc2cc(C(=O)O)ccc2n1, C#Cc1cccc(N)c1. Reagents/catalysts: CC(C)N=C=NC(C)C (DIC), CCOC(=O)C(=NO)C#N (Oxyma). Solvent: CN(C)C=O (DMF), CN(C)C=O (DMF), CN(C)C=O (DMF), CN(C)C=O (DMF), CN(C)C=O (DMF), CN(C)C=O (DMF). Run at temperature 25 celsius, time 2 hour. The product is C#Cc1cccc(NC(=O)c2ccc3nc(C)ccc3c2)c1. The yield is 60.4%. As a reaction SMILES: C#Cc1cccc(N)c1.Cc1ccc2cc(C(=O)O)ccc2n1.CC(C)N=C=NC(C)C.CCOC(=O)C(=NO)C#N.CN(C)C=O>>C#Cc1cccc(NC(=O)c2ccc3nc(C)ccc3c2)c1. Starting materials: COc1cccc(C23CCCC(C2)N(Cc2ccccc2)C3C)c1, CC(=O)O, [H][H], [Pd]. The product is COc1cccc(C23CCCC(C2)NC3C)c1. RXN SMILES: [CH3:1][O:2][c:3]1[cH:4][c:5]([C:9]23[CH2:10][CH2:11][CH2:12][CH:13]([N:14]([CH2:17][c:18]4[cH:19][cH:20][cH:21][cH:22][cH:23]4)[CH:15]2[CH3:16])[CH2:24]3)[cH:6][cH:7][cH:8]1.[CH3:28][C:29](=[O:30])[OH:31].[H:25][H:26].[Pd:27]>>[CH3:1][O:2][c:3]1[cH:4][c:5]([C:9]23[CH2:10][CH2:11][CH2:12][CH:13]([NH:14][CH:15]2[CH3:16])[CH2:24]3)[cH:6][cH:7][cH:8]1.